From a dataset of the Open Reaction Database (ORD), a public repository of structured organic reaction records. describe an organic reaction: reactants, conditions, products, and yield The reactants are [OH-].[Na+] (sodium hydroxide), N1[C@H](C(=O)O)CCC1 (proline), CON=C1C[C@H](N(C1)C(=O)C1=CC=C(C=C1)C1=C(C=CC=C1)C)C(=O)OC (methyl (2S,4 EZ)-4-(methoxyimino)-1-[(2′-methyl[1,1′-biphenyl]-4-yl)carbonyl]-2-pyrrolidinecarboxylate), O1CCOCC1 (dioxane). Run in O (water), O (water). The product is desired product, CON=C1C[C@H](N(C1)C(=O)C1=CC=C(C=C1)C1=C(C=CC=C1)C)C(=O)O ((2S,4EZ)-4-(methoxyimino)-1-[(2′-methyl[1,1′-biphenyl]-4-yl)carbonyl]-2-pyrrolidinecarboxylic acid). The yield is 91.0%. RXN SMILES: [OH-].[Na+].N1CCC[C@H]1C(O)=O.[CH3:11][O:12][N:13]=[C:14]1[CH2:18][N:17]([C:19]([C:21]2[CH:26]=[CH:25][C:24]([C:27]3[CH:32]=[CH:31][CH:30]=[CH:29][C:28]=3[CH3:33])=[CH:23][CH:22]=2)=[O:20])[C@H:16]([C:34]([O:36]C)=[O:35])[CH2:15]1.O1CCOCC1>O>[CH3:11][O:12][N:13]=[C:14]1[CH2:18][N:17]([C:19]([C:21]2[CH:22]=[CH:23][C:24]([C:27]3[CH:32]=[CH:31][CH:30]=[CH:29][C:28]=3[CH3:33])=[CH:25][CH:26]=2)=[O:20])[C@H:16]([C:34]([OH:36])=[O:35])[CH2:15]1 |f:0.1|. Procedure: A solution of sodium hydroxide (73 mg, 1.81 mmol) in water (1.2 ml) was added to a proline oximether methyl ester derivative, e.g. methyl (2S,4 EZ)-4-(methoxyimino)-1-[(2′-methyl[1,1′-biphenyl]-4-yl)carbonyl]-2-pyrrolidinecarboxylate (391 mg, 1.1 mmol) in 3:1 dioxane:water (12 ml) and the reaction stirred for 3 h. The reaction mixture was then washed with diethyl ether (2×10 ml), and the aqueous phase acidified to pH 2 (0.1N HCl) and extracted into ethyl acetate. The ethyl acetate layer was then... Reactants: CC(COC(=O)N1[C@H](C(=O)OC(C2=CC=CC=C2)C2=CC=CC=C2)C[C@H](C1)O)C (1-[(2,2-dimethylethoxy)carbonyl]-(trans)-4-hydroxy-L-proline, diphenylmethyl ester), C1(=CC=CC=C1)P(C1=CC=CC=C1)C1=CC=CC=C1 (triphenylphosphine), COC=CC1=CC=C(C=C1)O (4-(2-methoxyethenyl)phenol). Run in C1=CC=CC=C1 (benzene). Yields the product CC(COC(=O)N1[C@H](C(=O)OC(C2=CC=CC=C2)C2=CC=CC=C2)C[C@@H](C1)OC1=CC=C(C=C1)C=COC)C (1-[(2,2-dimethylethoxy)carbonyl]-(cis)-4-[4-(2-methoxyethenyl)phenoxy]-L-proline, diphenylmethyl ester). Reaction SMILES: [CH3:1][CH:2]([CH3:29])[CH2:3][O:4][C:5]([N:7]1[CH2:27][C@H:26]([OH:28])[CH2:25][C@H:8]1[C:9]([O:11][CH:12]([C:19]1[CH:24]=[CH:23][CH:22]=[CH:21][CH:20]=1)[C:13]1[CH:18]=[CH:17][CH:16]=[CH:15][CH:14]=1)=[O:10])=[O:6].C1(P(C2C=CC=CC=2)C2C=CC=CC=2)C=CC=CC=1.[CH3:49][O:50][CH:51]=[CH:52][C:53]1[CH:58]=[CH:57][C:56](O)=[CH:55][CH:54]=1>C1C=CC=CC=1>[CH3:1][CH:2]([CH3:29])[CH2:3][O:4][C:5]([N:7]1[CH2:27][C@@H:26]([O:28][C:56]2[CH:57]=[CH:58][C:53]([CH:52]=[CH:51][O:50][CH3:49])=[CH:54][CH:55]=2)[CH2:25][C@H:8]1[C:9]([O:11][CH:12]([C:13]1[CH:18]=[CH:17][CH:16]=[CH:15][CH:14]=1)[C:19]1[CH:20]=[CH:21][CH:22]=[CH:23][CH:24]=1)=[O:10])=[O:6]. Procedure: A mixture of 1-[(2,2-dimethylethoxy)carbonyl]-(trans)-4-hydroxy-L-proline, diphenylmethyl ester, triphenylphosphine, and 4-(2-methoxyethenyl)phenol is taken up in benzene and evaporated to dryness. The residue is dissolved in dry tetrahydrofuran, cooled to -10° under argon, and treated with diethylazodicarboxylate. The reaction mixture is worked up according to the procedure of Example 1(b) to yield 1-[(2,2-dimethylethoxy)carbonyl]-(cis)-4-[4-(2-methoxyethenyl)phenoxy]-L-proline, diphenylmethyl ... Reactants: [H-].[Na+] (NaH), CN1CCC(=CC1)C1=CNC2=CC=C(C=C12)C#N (3-(1-methyl-1,2,3,6-tetrahydropyridin-4-yl)-1H-indole-5-carbonitrile), C1(=CC=CC=C1)S(=O)(=O)Cl (Benzenesulfonyl chloride). Run in CN(C)C=O (DMF). Product: CN1CCC(=CC1)C1=CN(C2=CC=C(C=C12)C#N)S(=O)(=O)C1=CC=CC=C1 (3-(1-methyl-1,2,3,6-tetrahydropyridin-4-yl)-1-(phenylsulfonyl)-1H-indole-5-carbonitrile). The yield is 87.1%. Reaction SMILES: [H-].[Na+].[CH3:3][N:4]1[CH2:9][CH:8]=[C:7]([C:10]2[C:18]3[C:13](=[CH:14][CH:15]=[C:16]([C:19]#[N:20])[CH:17]=3)[NH:12][CH:11]=2)[CH2:6][CH2:5]1.[C:21]1([S:27](Cl)(=[O:29])=[O:28])[CH:26]=[CH:25][CH:24]=[CH:23][CH:22]=1>CN(C=O)C>[CH3:3][N:4]1[CH2:5][CH:6]=[C:7]([C:10]2[C:18]3[C:13](=[CH:14][CH:15]=[C:16]([C:19]#[N:20])[CH:17]=3)[N:12]([S:27]([C:21]3[CH:26]=[CH:25][CH:24]=[CH:23][CH:22]=3)(=[O:29])=[O:28])[CH:11]=2)[CH2:8][CH2:9]1 |f:0.1|. Reported procedure: NaH (26 mg, 1.07 mmol) was added in several batches to a solution of 3-(1-methyl-1,2,3,6-tetrahydropyridin-4-yl)-1H-indole-5-carbonitrile (200 mg, 0.76 mmol) in DMF (2 mL) at 0-5° C., and the mixture was maintained for 1 hour at room temperature. Benzenesulfonyl chloride (222 mg, 1.24 mmol) was then added, and the resulting solution was maintained at room temperature for an additional 4 hours. The mixture was filtered, and the filter cake was washed with ethanol (2×10 mL) and diethylether (2×10 ... The reactants are FC(C(=O)[O-])(CC1=CC=C(C=C1)CCC)F (2,2-difluoro-3-(4-propylphenyl)propanoate), Cl (HCl), C(C)(=O)OCC (ethyl acetate), resultant mixture, resultant mixture, [H-].[Al+3].[Li+].[H-].[H-].[H-] (lithium aluminum hydride). The solvent is C1CCOC1 (THF), C1CCOC1 (THF). Conditions: time 1 hour. The product is FC(CO)(CC1=CC=C(C=C1)CCC)F (2,2-difluoro-3-(4-propylphenyl)propan-1-ol). The yield is 43.5%. Reaction SMILES: [H-].[Al+3].[Li+].[H-].[H-].[H-].[F:7][C:8]([F:22])([CH2:12][C:13]1[CH:18]=[CH:17][C:16]([CH2:19][CH2:20][CH3:21])=[CH:15][CH:14]=1)[C:9]([O-])=[O:10].Cl.C(OCC)(=O)C>C1COCC1>[F:7][C:8]([F:22])([CH2:12][C:13]1[CH:18]=[CH:17][C:16]([CH2:19][CH2:20][CH3:21])=[CH:15][CH:14]=1)[CH2:9][OH:10] |f:0.1.2.3.4.5|. Procedure details: To a reaction vessel under a nitrogen atmosphere, 0.8 g of lithium aluminum hydride and 50 ml of THF were added, and the resultant mixture was cooled to −10° C. Thereto, 3.9 g of 2,2-difluoro-3-(4-propylphenyl)propanoate (e-26) dissolved in 10 ml of THF was added dropwise in a temperature range of −10° C. to 0° C. Then, the resultant mixture was heated to 25° C. and stirred for 1 hour. Subsequently, 100 ml of 1 N HCl aqueous solution and 200 ml of ethyl acetate were added to separate the mixture... Starting materials: [NH+]1=CNC=C1 (imidazolium), CN(C1=CC=[NH+]C=C1)C (4-(dimethylamino)pyridinium), [NH+]=1NN=CC1 (triazolium), heterocycle, [NH+]1=CC=CC=C1 (pyridinium). The product is N1C=NCC1 (imidazoline), N1C=NC=C1 (imidazole), N1N=NC=C1 (triazole). RXN SMILES: [NH+:1]1[CH:5]=[CH:4][NH:3][CH:2]=1.[NH+:6]1[NH:7][N:8]=[CH:9][CH:10]=1.[NH+]1C=CC=CC=1.CN(C)C1C=C[NH+]=CC=1>>[NH:3]1[CH2:4][CH2:5][N:1]=[CH:2]1.[NH:1]1[CH:5]=[CH:4][N:3]=[CH:2]1.[NH:6]1[CH:10]=[CH:9][N:8]=[N:7]1. Procedure: The onium cation can be chosen so as to introduce, into the salt, substituents which make it possible to confer specific properties on the said salt. For example, the M+ cation can be a cationic heterocycle of aromatic nature comprising at least one quaternized nitrogen atom in the ring. Mention may be made, by way of example, of the imidazolium, triazolium, pyridinium and 4-(dimethylamino)pyridinium ions, the said cations optionally carrying a substituent on the carbon atoms of the ring. Among ... Starting materials: NC=1C=NC=CC1C(=O)O (3-amino-4-carboxypyridine), N(=O)[O-].[Na+] (sodium nitrite), [OH-].[Na+] (sodium hydroxide), Cl (hydrochloric acid), ClC=1C=CC(=C(C1)S)[N+](=O)[O-] (5-chloro-2-nitrothiophenol), [OH-].[Na+] (sodium hydroxide). The solvent is O (water). Reaction conditions: temperature 53 celsius, time 10 minute. The product is [N+](=O)([O-])C1=C(SC2=C(C(=O)O)C=CN=C2)C=C(C=C1)Cl (3-(2-nitro-5-chlorothiophenoxy)isonicotinic acid). Isolated yield 95.3%. RXN SMILES: N[C:2]1[CH:3]=[N:4][CH:5]=[CH:6][C:7]=1[C:8]([OH:10])=[O:9].N([O-])=O.[Na+].[OH-].[Na+].Cl.[Cl:18][C:19]1[CH:20]=[CH:21][C:22]([N+:26]([O-:28])=[O:27])=[C:23]([SH:25])[CH:24]=1>O>[N+:26]([C:22]1[CH:21]=[CH:20][C:19]([Cl:18])=[CH:24][C:23]=1[S:25][C:2]1[CH:3]=[N:4][CH:5]=[CH:6][C:7]=1[C:8]([OH:10])=[O:9])([O-:28])=[O:27] |f:1.2,3.4|. Procedure details: A solution of 3-amino-4-carboxypyridine (1.4 g), sodium nitrite (0.81 g) and aqueous sodium hydroxide 2.9 M (13.3 ml) was added to a solution of aqueous hydrochloric acid 4.3 M (9.8 ml) while the temperature was maintained at 0-5 C. The mixture was stirred for 10 minutes and then added dropwise over the course of 2 hrs to a stirred mixture of 5-chloro-2-nitrothiophenol (2.34 g) and sodium hydroxide (2.63 g) in water (21 ml) maintained at about 53° C. (a brisk nitrogen evolution occurred). The mi...